This data is from the Open Reaction Database (ORD), a public repository of structured organic reaction records. The task is: describe an organic reaction: reactants, conditions, products, and yield The reactants are ClCCl, OC1CCC2(CC1)OCCO2, Cc1ccc(S(=O)(=O)Cl)cc1. Yields the product Cc1ccc(S(=O)(=O)OC2CCC3(CC2)OCCO3)cc1. RXN SMILES: [Cl:23][CH2:24][Cl:25].[O:1]1[CH2:2][CH2:3][O:4][C:5]12[CH2:6][CH2:7][CH:8]([OH:11])[CH2:9][CH2:10]2.[c:12]1([CH3:22])[cH:13][cH:14][c:15]([S:18](=[O:19])(=[O:20])[Cl:21])[cH:16][cH:17]1>>[O:1]1[CH2:2][CH2:3][O:4][C:5]12[CH2:6][CH2:7][CH:8]([O:11][S:18]([c:15]1[cH:14][cH:13][c:12]([CH3:22])[cH:17][cH:16]1)(=[O:19])=[O:20])[CH2:9][CH2:10]2.